Task: describe an organic reaction: reactants, conditions, products, and yield. Dataset: the Open Reaction Database (ORD), a public repository of structured organic reaction records Reactants: O=C([O-])[O-], CC(C)=O, Cl, O=S(=O)(OCC(F)(F)C(F)C(F)(F)F)C(F)(F)F, N#CC(C#N)CC(F)(F)C(F)C(F)(F)F, [K+], [K+]. Product: N#CC(C#N)(CC(F)(F)C(F)C(F)(F)F)CC(F)(F)C(F)C(F)(F)F. Reaction SMILES: [C:34](=[O:35])([O-:36])[O-:37].[CH3:41][C:42](=[O:43])[CH3:44].[ClH:40].[F:16][C:17]([F:18])([F:19])[S:20]([O:21][CH2:22][C:23]([CH:24]([C:25]([F:26])([F:27])[F:28])[F:29])([F:30])[F:31])(=[O:32])=[O:33].[F:1][C:2]([CH2:3][CH:4]([C:5]#[N:6])[C:7]#[N:8])([CH:9]([C:10]([F:11])([F:12])[F:13])[F:14])[F:15].[K+:38].[K+:39]>>[F:1][C:2]([CH2:3][C:4]([C:5]#[N:6])([C:7]#[N:8])[CH2:22][C:23]([CH:24]([C:25]([F:26])([F:27])[F:28])[F:29])([F:30])[F:31])([CH:9]([C:10]([F:11])([F:12])[F:13])[F:14])[F:15]. Starting materials: CN(C)C(=O)c1cc(Br)cc(C#CCCCCCc2cccc(OCCCC(=O)O)c2CCC(=O)O)c1, O=C([O-])[O-], CCO, [K+], [K+], OB(O)c1ccc(O)cc1, c1ccc(P(c2ccccc2)(c2ccccc2)[Pd](P(c2ccccc2)(c2ccccc2)c2ccccc2)(P(c2ccccc2)(c2ccccc2)c2ccccc2)P(c2ccccc2)(c2ccccc2)c2ccccc2)cc1. Yields the product CN(C)C(=O)c1cc(C#CCCCCCc2cccc(OCCCC(=O)O)c2CCC(=O)O)cc(-c2ccc(O)cc2)c1. As a reaction SMILES: [Br:1][c:2]1[cH:3][c:4]([C:13]#[C:14][CH2:15][CH2:16][CH2:17][CH2:18][CH2:19][c:20]2[c:21]([CH2:33][CH2:34][C:35](=[O:36])[OH:37])[c:22]([O:23][CH2:24][CH2:25][CH2:26][C:27](=[O:28])[OH:29])[cH:30][cH:31][cH:32]2)[cH:5][c:6]([C:8]([N:9]([CH3:10])[CH3:11])=[O:12])[cH:7]1.[C:48](=[O:49])([O-:50])[O-:51].[CH3:54][CH2:55][OH:56].[K+:52].[K+:53].[OH:38][c:39]1[cH:40][cH:41][c:42]([B:45]([OH:46])[OH:47])[cH:43][cH:44]1.[cH:57]1[cH:58][cH:59][c:60]([P:61]([Pd:62]([P:63]([c:64]2[cH:65][cH:66][cH:67][cH:68][cH:69]2)([c:70]2[cH:71][cH:72][cH:73][cH:74][cH:75]2)[c:76]2[cH:77][cH:78][cH:79][cH:80][cH:81]2)([P:82]([c:83]2[cH:84][cH:85][cH:86][cH:87][cH:88]2)([c:89]2[cH:90][cH:91][cH:92][cH:93][cH:94]2)[c:95]2[cH:96][cH:97][cH:98][cH:99][cH:100]2)[P:101]([c:102]2[cH:103][cH:104][cH:105][cH:106][cH:107]2)([c:108]2[cH:109][cH:110][cH:111][cH:112][cH:113]2)[c:114]2[cH:115][cH:116][cH:117][cH:118][cH:119]2)([c:120]2[cH:121][cH:122][cH:123][cH:124][cH:125]2)[c:126]2[cH:127][cH:128][cH:129][cH:130][cH:131]2)[cH:132][cH:133]1>>[c:2]1(-[c:42]2[cH:41][cH:40][c:39]([OH:38])[cH:44][cH:43]2)[cH:3][c:4]([C:13]#[C:14][CH2:15][CH2:16][CH2:17][CH2:18][CH2:19][c:20]2[c:21]([CH2:33][CH2:34][C:35](=[O:36])[OH:37])[c:22]([O:23][CH2:24][CH2:25][CH2:26][C:27](=[O:28])[OH:29])[cH:30][cH:31][cH:32]2)[cH:5][c:6]([C:8]([N:9]([CH3:10])[CH3:11])=[O:12])[cH:7]1.